This data is from the Open Reaction Database (ORD), a public repository of structured organic reaction records. The task is: describe an organic reaction: reactants, conditions, products, and yield The product is C(CC(C)C)N1N=C(C=2C1=NC=NC2N)C2=CC1=CC=CC=C1C=C2 (1-isopentyl-3-(naphthalen-2-yl)-1H-pyrazolo[3,4-d]pyrimidin-4-amine). Reaction conditions: temperature 60 celsius. As a reaction SMILES: [CH:1]1[C:10]2[C:5](=[CH:6][CH:7]=[CH:8][CH:9]=2)[CH:4]=[CH:3][C:2]=1[C:11]1[C:19]2[C:14](=[N:15][CH:16]=[N:17][C:18]=2[NH2:20])[NH:13][N:12]=1.[C:21]([O-])([O-])=O.[K+].[K+].[CH2:27](Br)[CH:28]([CH3:30])[CH3:29].O>CN(C=O)C>[CH2:21]([N:13]1[C:14]2=[N:15][CH:16]=[N:17][C:18]([NH2:20])=[C:19]2[C:11]([C:2]2[CH:3]=[CH:4][C:5]3[C:10](=[CH:9][CH:8]=[CH:7][CH:6]=3)[CH:1]=2)=[N:12]1)[CH2:27][CH:28]([CH3:30])[CH3:29] |f:1.2.3|. Run in CN(C)C=O (DMF). Reported procedure: 3-(naphthalen-2-yl)-1H-pyrazolo[3,4-d]pyrimidin-4-amine (50 mg, 0.21 mmol) was dissolved in DMF (1.5 mL) and K2CO3 (110 mg, 0.8 mmol) and isobutyl bromide were added. The reaction was heated to 60° C. overnight, then cooled to RT and poured into water (30 mL). The precipitate was collected by filtration. ESI-MS (M+H)+ m/z calcd 332.2, found 332.3. The reactants are O (water), C(=O)([O-])[O-].[K+].[K+] (K2CO3), C(C(C)C)Br (isobutyl bromide), C1=C(C=CC2=CC=CC=C12)C1=NNC2=NC=NC(=C21)N (3-(naphthalen-2-yl)-1H-pyrazolo[3,4-d]pyrimidin-4-amine). The reactants are CO, ClC(Cl)Cl, ClCCl, O=CCn1c(=O)ccc2c1cc(F)c[n+]2[O-], CC(C)(C)OC(=O)NC1CCNCC1, [Na+], O=C([O-])O. The product is CC(C)(C)OC(=O)NC1CCN(CCn2c(=O)ccc3c2cc(F)c[n+]3[O-])CC1. Reaction SMILES: [CH3:36][OH:37].[CH:38]([Cl:39])([Cl:40])[Cl:41].[Cl:42][CH2:43][Cl:44].[F:1][c:2]1[cH:3][n+:4]([O-:16])[c:5]2[cH:6][cH:7][c:8](=[O:15])[n:9]([CH2:12][CH:13]=[O:14])[c:10]2[cH:11]1.[NH:17]1[CH2:18][CH2:19][CH:20]([NH:23][C:24]([O:25][C:26]([CH3:27])([CH3:28])[CH3:29])=[O:30])[CH2:21][CH2:22]1.[Na+:35].[O-:31][C:32]([OH:33])=[O:34]>>[F:1][c:2]1[cH:3][n+:4]([O-:16])[c:5]2[cH:6][cH:7][c:8](=[O:15])[n:9]([CH2:12][CH2:13][N:17]3[CH2:18][CH2:19][CH:20]([NH:23][C:24]([O:25][C:26]([CH3:27])([CH3:28])[CH3:29])=[O:30])[CH2:21][CH2:22]3)[c:10]2[cH:11]1.